Dataset: the Open Reaction Database (ORD), a public repository of structured organic reaction records. Task: describe an organic reaction: reactants, conditions, products, and yield The reactants are ClC1=CC(=C(C=C1Cl)N)N (4,5-dichloro-1,2-phenylenediamine), C(C1=CC=CC=C1)(=O)C(=O)O (benzoylformic acid). The solvent is C(C)O (ethanol). Yields the product ClC=1C=C2N=C(C(NC2=CC1Cl)=O)C1=CC=CC=C1 (6,7-Dichloro-3-phenylquinoxaline-2-one). Yield: 87.6%. As a reaction SMILES: [Cl:1][C:2]1[C:7]([Cl:8])=[CH:6][C:5]([NH2:9])=[C:4]([NH2:10])[CH:3]=1.[C:11]([C:19](O)=[O:20])(=O)[C:12]1[CH:17]=[CH:16][CH:15]=[CH:14][CH:13]=1>C(O)C>[Cl:1][C:2]1[CH:3]=[C:4]2[C:5](=[CH:6][C:7]=1[Cl:8])[NH:9][C:19](=[O:20])[C:11]([C:12]1[CH:17]=[CH:16][CH:15]=[CH:14][CH:13]=1)=[N:10]2. Procedure details: A mixture of 528 mg (2.98 mmol) of 4,5-dichloro-1,2-phenylenediamine and 448 mg (2.98 mmol) of benzoylformic acid in 8 mL of ethanol was refluxed overnight. It was filtered, washed by water, and dried to leave 760 mg (87%) of solid. 1H NMR (DMSO-d6), 7.465-7.536 (m, 4), 8.088 (s, 1), 8.256-8.282 (m, 2) 12.683 (s, 1). Reactants: Cl (hydrochloric acid), [Sn] (tin), FC1=C(C(=CC=C1)F)C(O)C1=C(C(=CC=C1)OC)[N+](=O)[O-] ((2,6-difluorophenyl)(3-methoxy-2-nitro-phenyl)methanol). Run in C(C)O (ethanol). Run at time 18 hour. The product is NC1=C(C=CC=C1OC)C(O)C1=C(C=CC=C1F)F ((2-Amino-3-methoxyphenyl)(2,6-difluorophenyl)methanol). Reaction SMILES: [F:1][C:2]1[CH:7]=[CH:6][CH:5]=[C:4]([F:8])[C:3]=1[CH:9]([C:11]1[CH:16]=[CH:15][CH:14]=[C:13]([O:17][CH3:18])[C:12]=1[N+:19]([O-])=O)[OH:10].Cl.[Sn]>C(O)C>[NH2:19][C:12]1[C:13]([O:17][CH3:18])=[CH:14][CH:15]=[CH:16][C:11]=1[CH:9]([C:3]1[C:4]([F:8])=[CH:5][CH:6]=[CH:7][C:2]=1[F:1])[OH:10] |^3:22|. Reported procedure: 13.3 g of (2,6-difluorophenyl)(3-methoxy-2-nitro-phenyl)methanol are dissolved in 75 ml of ethanol. At 0° C., 37 ml of concentrated hydrochloric acid (10 eq.) are slowly added to 10.5 g of tin (2.2 eq.) (exothermic reaction). After 18 hours, the ethanol is evaporated, the residue is taken up in ethyl acetate before being alkalinized with a 3N aqueous sodium hydroxide solution until the pH is close to 14. After decantation, the organic phase is dried over anhydrous sodium sulfate and concentrated... Starting materials: CC(C)=O, COC(=O)c1c(OCc2ccccc2)ccc2c1CCC(N)C2O, c1ccccc1. Product: COC(=O)c1c(OCc2ccccc2)ccc2c1CCC(NC(C)C)C2O. Reaction SMILES: [CH3:25][C:26]([CH3:27])=[O:28].[NH2:1][CH:2]1[CH:3]([OH:24])[c:4]2[cH:5][cH:6][c:7]([O:16][CH2:17][c:18]3[cH:19][cH:20][cH:21][cH:22][cH:23]3)[c:8]([C:12](=[O:13])[O:14][CH3:15])[c:9]2[CH2:10][CH2:11]1.[cH:29]1[cH:30][cH:31][cH:32][cH:33][cH:34]1>>[NH:1]([CH:2]1[CH:3]([OH:24])[c:4]2[cH:5][cH:6][c:7]([O:16][CH2:17][c:18]3[cH:19][cH:20][cH:21][cH:22][cH:23]3)[c:8]([C:12](=[O:13])[O:14][CH3:15])[c:9]2[CH2:10][CH2:11]1)[CH:26]([CH3:25])[CH3:27]. The reactants are [H][H] (hydrogen), [H][H] (hydrogen), COC1=CC=C(C=C1)C1=CC(CC1)=O (3-(4-Methoxyphenyl)-2-cyclopenten-1-one). Reagents/catalysts: [C].[Pd] (palladium-carbon). Solvent: C(C)O (ethanol). Reaction conditions: time 4 hour. Product: COC1=CC=C(C=C1)C1CC(CC1)=O (3-(4-methoxyphenyl) cyclopentanone). The yield is 52.1%. As a reaction SMILES: [CH3:1][O:2][C:3]1[CH:8]=[CH:7][C:6]([C:9]2[CH2:13][CH2:12][C:11](=[O:14])[CH:10]=2)=[CH:5][CH:4]=1.[H][H]>C(O)C.[C].[Pd]>[CH3:1][O:2][C:3]1[CH:4]=[CH:5][C:6]([CH:9]2[CH2:13][CH2:12][C:11](=[O:14])[CH2:10]2)=[CH:7][CH:8]=1 |f:3.4|. Procedure details: 3-(4-Methoxyphenyl)-2-cyclopenten-1-one (11.2 g) was dissolved in ethanol, and 10% palladium-carbon (1.1 g) was added thereto. After substituting the reaction vessel with hydrogen gas, hydrogen addition was carried out at normal pressure, 40° C. for 4 hours. After the reaction, the catalyst was filtered off and the solvent was distilled off under reduced pressure to produce a light yellow oily substance which was then purified by silica gel column chromatography (n-hexane:ethyl acetate=5:1) to g... Starting materials: CCOC(=O)CCNC(=O)OCc1ccccc1, CI, CN(C)C=O, CCCCCC, CCOC(C)=O, [H-], [Na+], C1CCOC1, O. Yields the product CCOC(=O)CCN(C)C(=O)OCc1ccccc1. As a reaction SMILES: [CH2:3]([c:4]1[cH:5][cH:6][cH:7][cH:8][cH:9]1)[O:10][C:11](=[O:12])[NH:13][CH2:14][CH2:15][C:16](=[O:17])[O:18][CH2:19][CH3:20].[CH3:21][I:22].[CH3:28][N:29]([CH3:30])[CH:31]=[O:32].[CH3:34][CH2:35][CH2:36][CH2:37][CH2:38][CH3:39].[CH3:40][CH2:41][O:42][C:43](=[O:44])[CH3:45].[H-:1].[Na+:2].[O:23]1[CH2:24][CH2:25][CH2:26][CH2:27]1.[OH2:33]>>[CH2:3]([c:4]1[cH:5][cH:6][cH:7][cH:8][cH:9]1)[O:10][C:11](=[O:12])[N:13]([CH2:14][CH2:15][C:16](=[O:17])[O:18][CH2:19][CH3:20])[CH3:21]. Starting materials: O (Water), COC1=C(C=C(C=C1)N)N1CCN(CC1)C (4-methoxy-3-(4-methyl-1-piperazinyl)benzeneamine), 1,1-carbonyldiimidazole, ClCCl (dichloromethane), resultant mixture, BrC1=C(C=C(N)C=C1)C (4-bromo-3-methylaniline). Conditions: time 0.5 hour. Yields the product BrC1=C(C=C(C=C1)NC(=O)NC1=CC(=C(C=C1)OC)N1CCN(CC1)C)C (N-(4-bromo-3-methylphenyl)-N'-[4-methoxy-3-(4-methyl-1-piperazinyl)phenyl]urea). Isolated yield 68.0%. RXN SMILES: [CH3:1][O:2][C:3]1[CH:8]=[CH:7][C:6]([NH2:9])=[CH:5][C:4]=1[N:10]1[CH2:15][CH2:14][N:13]([CH3:16])[CH2:12][CH2:11]1.[Br:17][C:18]1[CH:24]=[CH:23][C:21]([NH2:22])=[CH:20][C:19]=1[CH3:25].[OH2:26].Cl[CH2:28]Cl>>[Br:17][C:18]1[CH:24]=[CH:23][C:21]([NH:22][C:28]([NH:9][C:6]2[CH:7]=[CH:8][C:3]([O:2][CH3:1])=[C:4]([N:10]3[CH2:11][CH2:12][N:13]([CH3:16])[CH2:14][CH2:15]3)[CH:5]=2)=[O:26])=[CH:20][C:19]=1[CH3:25]. Procedure details: 4Methoxy-3-(4-methyl-1-piperazinyl)benzeneamine (EP 0 533 267 A1) was added to a stirred solution of 1,1-carbonyldiimidazole (0.242 g, 1.49 mmol) in dichloromethane (20 ml). After 0.5 h, the reaction mixture was evaporated under reduced pressure and redissolved in dimethylformamide (10 ml). The resultant mixture was then treated with 4-bromo-3-methylaniline (0.253 g, 1.36 mmol), and stirred at room temperature overnight. Water (35 ml) was then added and the resultant precipitate was filtered off... Starting materials: COc1ccccc1COCCCOc1ccc(C2CCNCC2OCc2cccc3c2NC(=O)C3(C)C)cc1, COCCO[AlH2-]OCCOC, Cc1ccccc1, [Na+], [Na+], [OH-]. The product is COc1ccccc1COCCCOc1ccc(C2CCNCC2OCc2cccc3c2NCC3(C)C)cc1. RXN SMILES: [CH3:1][O:2][c:3]1[c:4]([CH2:5][O:6][CH2:7][CH2:8][CH2:9][O:10][c:11]2[cH:12][cH:13][c:14]([CH:17]3[CH:18]([O:23][CH2:24][c:25]4[cH:26][cH:27][cH:28][c:29]5[c:33]4[NH:32][C:31](=[O:34])[C:30]5([CH3:35])[CH3:36])[CH2:19][NH:20][CH2:21][CH2:22]3)[cH:15][cH:16]2)[cH:37][cH:38][cH:39][cH:40]1.[CH3:42][O:43][CH2:44][CH2:45][O:46][AlH2-:47][O:48][CH2:49][CH2:50][O:51][CH3:52].[CH3:55][c:56]1[cH:57][cH:58][cH:59][cH:60][cH:61]1.[Na+:41].[Na+:54].[OH-:53]>>[CH3:1][O:2][c:3]1[c:4]([CH2:5][O:6][CH2:7][CH2:8][CH2:9][O:10][c:11]2[cH:12][cH:13][c:14]([CH:17]3[CH:18]([O:23][CH2:24][c:25]4[cH:26][cH:27][cH:28][c:29]5[c:33]4[NH:32][CH2:31][C:30]5([CH3:35])[CH3:36])[CH2:19][NH:20][CH2:21][CH2:22]3)[cH:15][cH:16]2)[cH:37][cH:38][cH:39][cH:40]1.